Dataset: the Open Reaction Database (ORD), a public repository of structured organic reaction records. Task: describe an organic reaction: reactants, conditions, products, and yield Starting materials: CC(C)(C)NC(=O)C1CC2CCCCC2CN1CC(O)C(Cc1ccccc1)NC(=O)C(NC(=O)c1cccc(C#N)c1)C(C)(C)S(C)(=O)=O, COCCOCCOCC(=O)O. Yields the product COCCOCCOCC(=O)OC(CN1CC2CCCCC2CC1C(=O)NC(C)(C)C)C(Cc1ccccc1)NC(=O)C(NC(=O)c1cccc(C#N)c1)C(C)(C)S(C)(=O)=O. As a reaction SMILES: [C:1]([CH3:2])([CH3:3])([CH3:4])[NH:5][C:6](=[O:7])[CH:8]1[N:9]([CH2:18][CH:19]([CH:20]([CH2:21][c:22]2[cH:23][cH:24][cH:25][cH:26][cH:27]2)[NH:28][C:29]([CH:30]([NH:31][C:32]([c:33]2[cH:34][c:35]([C:39]#[N:40])[cH:36][cH:37][cH:38]2)=[O:41])[C:42]([CH3:43])([CH3:44])[S:45](=[O:46])(=[O:47])[CH3:48])=[O:49])[OH:50])[CH2:10][CH:11]2[CH2:12][CH2:13][CH2:14][CH2:15][CH:16]2[CH2:17]1.[CH3:51][O:52][CH2:53][CH2:54][O:55][CH2:56][CH2:57][O:58][CH2:59][C:60](=[O:61])[OH:62]>>[C:1]([CH3:2])([CH3:3])([CH3:4])[NH:5][C:6](=[O:7])[CH:8]1[N:9]([CH2:18][CH:19]([CH:20]([CH2:21][c:22]2[cH:23][cH:24][cH:25][cH:26][cH:27]2)[NH:28][C:29]([CH:30]([NH:31][C:32]([c:33]2[cH:34][c:35]([C:39]#[N:40])[cH:36][cH:37][cH:38]2)=[O:41])[C:42]([CH3:43])([CH3:44])[S:45](=[O:46])(=[O:47])[CH3:48])=[O:49])[O:50][C:60]([CH2:59][O:58][CH2:57][CH2:56][O:55][CH2:54][CH2:53][O:52][CH3:51])=[O:61])[CH2:10][CH:11]2[CH2:12][CH2:13][CH2:14][CH2:15][CH:16]2[CH2:17]1.